Dataset: the Open Reaction Database (ORD), a public repository of structured organic reaction records. Task: describe an organic reaction: reactants, conditions, products, and yield Starting materials: [Si](C1=CC=CC=C1)(C1=CC=CC=C1)(C(C)(C)C)OCC=1C(=C(C=CC1Cl)N1C(=CC=C1)C#N)Cl (1-[3-(tert-butyldiphenylsilyloxymethyl)-2,4-dichlorophenyl]-2-cyanopyrrole), [H-].[Al+3].[Li+].[H-].[H-].[H-] (lithium aluminum hydride). Run in O1CCCC1 (tetrahydrofuran). Conditions: time 1 hour. Yields the product NCC=1N(C=CC1)C1=C(C(=C(C=C1)Cl)CO[Si](C1=CC=CC=C1)(C1=CC=CC=C1)C(C)(C)C)Cl (2-aminomethyl-1-[3-(tert-butyldiphenylsilyloxymethyl)-2,4-dichlorophenyl]pyrrole). Isolated yield 50.1%. Reaction SMILES: [Si:1]([O:18][CH2:19][C:20]1[C:21]([Cl:34])=[C:22]([N:27]2[CH:31]=[CH:30][CH:29]=[C:28]2[C:32]#[N:33])[CH:23]=[CH:24][C:25]=1[Cl:26])([C:14]([CH3:17])([CH3:16])[CH3:15])([C:8]1[CH:13]=[CH:12][CH:11]=[CH:10][CH:9]=1)[C:2]1[CH:7]=[CH:6][CH:5]=[CH:4][CH:3]=1.[H-].[Al+3].[Li+].[H-].[H-].[H-]>O1CCCC1>[NH2:33][CH2:32][C:28]1[N:27]([C:22]2[CH:23]=[CH:24][C:25]([Cl:26])=[C:20]([CH2:19][O:18][Si:1]([C:14]([CH3:16])([CH3:15])[CH3:17])([C:2]3[CH:3]=[CH:4][CH:5]=[CH:6][CH:7]=3)[C:8]3[CH:13]=[CH:12][CH:11]=[CH:10][CH:9]=3)[C:21]=2[Cl:34])[CH:31]=[CH:30][CH:29]=1 |f:1.2.3.4.5.6|. Procedure: To a solution of 1-[3-(tert-butyldiphenylsilyloxymethyl)-2,4-dichlorophenyl]-2-cyanopyrrole (820 mg) in anhydrous tetrahydrofuran (16 Ml) was added lithium aluminum hydride (74 mg) and the mixture was stirred at ambient temperature for 1 hour. The reaction mixture was quenched by adding water (2 ml) dropwise under ice-water cooling. Ethyl acetate (50 ml) and water (50 ml) were added thereto and the precipitate was filtered off. The organic layer was isolated and the aqueous layer was extracted w... The reactants are CC(=O)O[BH-](OC(C)=O)OC(C)=O, CSc1cccc(C(=NOCc2csc(N)n2)c2nnnn2C)c1, CC(=O)O, ClCCCl, ClCCl, [Na+], [Na+], O=C([O-])O, O=CCCc1ccccc1. The product is CSc1cccc(C(=NOCc2csc(NCCCc3ccccc3)n2)c2nnnn2C)c1. RXN SMILES: [C:39]([O:40][BH-:41]([O:42][C:43](=[O:44])[CH3:45])[O:46][C:47](=[O:48])[CH3:49])(=[O:50])[CH3:51].[CH3:1][S:2][c:3]1[cH:4][c:5]([C:9]([c:10]2[n:11][n:12][n:13][n:14]2[CH3:15])=[N:16][O:17][CH2:18][c:19]2[n:20][c:21]([NH2:24])[s:22][cH:23]2)[cH:6][cH:7][cH:8]1.[CH3:35][C:36](=[O:37])[OH:38].[Cl:53][CH2:54][CH2:55][Cl:56].[Cl:57][CH2:58][Cl:59].[Na+:52].[Na+:64].[O-:60][C:61]([OH:62])=[O:63].[c:25]1([CH2:31][CH2:32][CH:33]=[O:34])[cH:26][cH:27][cH:28][cH:29][cH:30]1>>[CH3:1][S:2][c:3]1[cH:4][c:5]([C:9]([c:10]2[n:11][n:12][n:13][n:14]2[CH3:15])=[N:16][O:17][CH2:18][c:19]2[n:20][c:21]([NH:24][CH2:33][CH2:32][CH2:31][c:25]3[cH:26][cH:27][cH:28][cH:29][cH:30]3)[s:22][cH:23]2)[cH:6][cH:7][cH:8]1. The reactants are C(C)OC(=O)C1CC(C2=CC(=CC=C12)NC1=NC=CC=C1N)=O ((R/S)-5-(3-Amino-pyridin-2-ylamino)-3-oxo-indan-1-carboxylic acid ethyl ester), C(OCC)(OCC)OCC (triethyl orthoformate). Product: C(C)OC(=O)C1CC(C2=CC(=CC=C12)N1C=NC=2C1=NC=CC2)=O ((R/S)-5-Imidazo[4,5-b]pyridine-3-yl-3-oxo-indan-1-carboxylic acid ethyl ester). RXN SMILES: [CH2:1]([O:3][C:4]([CH:6]1[C:14]2[C:9](=[CH:10][C:11]([NH:15][C:16]3[C:21]([NH2:22])=[CH:20][CH:19]=[CH:18][N:17]=3)=[CH:12][CH:13]=2)[C:8](=[O:23])[CH2:7]1)=[O:5])[CH3:2].[CH:24](OCC)(OCC)OCC>>[CH2:1]([O:3][C:4]([CH:6]1[C:14]2[C:9](=[CH:10][C:11]([N:15]3[C:16]4=[N:17][CH:18]=[CH:19][CH:20]=[C:21]4[N:22]=[CH:24]3)=[CH:12][CH:13]=2)[C:8](=[O:23])[CH2:7]1)=[O:5])[CH3:2]. Procedure details: A solution of (R/S)-5-(3-Amino-pyridin-2-ylamino)-3-oxo-indan-1-carboxylic acid ethyl ester (754 mg, 2.42 mmol) in triethyl orthoformate (25 mL) is heated at 145° C. for 30 min. The solvent is evaporated and the residue purified by flash chromatography eluting with Hexane/EtOAc. (R/S)-5-Imidazo[4,5-b]pyridine-3-yl-3-oxo-indan-1-carboxylic acid ethyl ester is obtained as a colourless solid. Title compound: 1H NMR: (DMSO-d6): 9.0 (s, 1H), 8.5 (d, 1H), 8.4 (d, 1H), 8.3 (s, 1H), 8.2 (d, 1H) 7.9 (d, ...